Dataset: the Open Reaction Database (ORD), a public repository of structured organic reaction records. Task: describe an organic reaction: reactants, conditions, products, and yield Reactants: [H-].[Na+] (sodium hydride), ClC1=CC=CC2=C1C(N1[C@H](C=3N2C=NC3C#C)CCC1)=O ((S)-8-chloro-1-ethynyl-11,12,13,13a-tetrahydro-9H-imidazo[1,5-a]pyrrolo[2,1-c][1,4]benzodiazepin-9-one), O (water), CI (methyl iodide). Conditions: time 4.5 hour. Reaction SMILES: [Cl:1][C:2]1[C:7]2[C:8](=[O:21])[N:9]3[CH2:20][CH2:19][CH2:18][C@H:10]3[C:11]3[N:12]([CH:13]=[N:14][C:15]=3[C:16]#[CH:17])[C:6]=2[CH:5]=[CH:4][CH:3]=1.[H-].[Na+].[CH3:24]I.O>CN(C)C=O.CCCCCC>[Cl:1][C:2]1[C:7]2[C:8](=[O:21])[N:9]3[CH2:20][CH2:19][CH2:18][C@H:10]3[C:11]3[N:12]([CH:13]=[N:14][C:15]=3[C:16]#[C:17][CH3:24])[C:6]=2[CH:5]=[CH:4][CH:3]=1 |f:1.2|. Yields the product ClC1=CC=CC2=C1C(N1[C@H](C=3N2C=NC3C#CC)CCC1)=O ((S)-8-chloro-11,12,13,13a-tetrahydro-1-propynyl-9H-imidazo[1,5-a]pyrrolo[2,1-c][1,4]benzodiazepin-9-one). Procedure details: 250 mg (0.85 mmol) of (S)-8-chloro-1-ethynyl-11,12,13,13a-tetrahydro-9H-imidazo[1,5-a]pyrrolo[2,1-c][1,4]benzodiazepin-9-one was suspended in 5 ml of N,N-dimethylformamide. 50 mg (1 mmol) of sodium hydride dispersion (55% in oil) was washed with n-hexane and then introduced into the above suspension. After 10 minutes 0.1 ml (1.5 mmol) of methyl iodide was added thereto and the mixture was stirred at room temperature for a further 4.5 hours. The mixture was poured into 50 ml of water and extracte... The solvent is CCCCCC (n-hexane), CN(C=O)C (N,N-dimethylformamide). Starting materials: FC(/C=C/C[C@@H]1[C@H]2CC(O[C@H]2C[C@H]1OC1OCCCC1)=O)(C(CCC)=O)F ((1S,5R,6R,7R)-6-{(E)-4,4-difluoro-5-oxo-2-octenyl}-7-tetrahydropyranyloxy-2-oxabicyclo[3.3.0]octan-3-one). Reagents/catalysts: [Pd] (Pd/C). Run in C(C)(=O)OCC (ethyl acetate). Reaction conditions: time 7 hour. Product: FC(CCC[C@@H]1[C@H]2CC(O[C@H]2C[C@H]1OC1OCCCC1)=O)(C(CCC)=O)F ((1S,5R,6R,7R)-6-(4,4-difluoro-5-oxooctyl)-7-tetrahydropyranyloxy-2-oxabicyclo[3.3.0]octan-3-one), crude product. As a reaction SMILES: [F:1][C:2]([F:27])([C:22](=[O:26])[CH2:23][CH2:24][CH3:25])/[CH:3]=[CH:4]/[CH2:5][C@H:6]1[C@H:13]([O:14][CH:15]2[CH2:20][CH2:19][CH2:18][CH2:17][O:16]2)[CH2:12][C@H:11]2[C@@H:7]1[CH2:8][C:9](=[O:21])[O:10]2>C(OCC)(=O)C.[Pd]>[F:27][C:2]([F:1])([C:22](=[O:26])[CH2:23][CH2:24][CH3:25])[CH2:3][CH2:4][CH2:5][C@H:6]1[C@H:13]([O:14][CH:15]2[CH2:20][CH2:19][CH2:18][CH2:17][O:16]2)[CH2:12][C@H:11]2[C@@H:7]1[CH2:8][C:9](=[O:21])[O:10]2. Procedure: To a solution of (1S,5R,6R,7R)-6-{(E)-4,4-difluoro-5-oxo-2-octenyl}-7-tetrahydropyranyloxy-2-oxabicyclo[3.3.0]octan-3-one (31) (5.57 g) in ethyl acetate was added 5% Pd/C (catalytic amount) and the resulting mixture was shaken under a hydrogen atmosphere at room temperature for 7 hours. The reaction mixture was filtered and the filtrate was concentrated under reduced pressure to give the tile compound (32) as a crude product. Yield: 5.48 g (97.8%).